This data is from the Open Reaction Database (ORD), a public repository of structured organic reaction records. The task is: describe an organic reaction: reactants, conditions, products, and yield The reactants are IC1=C2NC=NC2=NC(=N1)N (6-iodo-2-aminopurine), [OH-].C(CCC)[N+](CCCC)(CCCC)CCCC (tetra(n-butyl)ammonium hydroxide). Run in C(Cl)Cl (methylene chloride). Run at time 10 minute. Product: C(CCC)[N+](CCCC)(CCCC)CCCC (tetra(n-butyl)ammonium), IC1=C2NC=NC2=NC(=N1)N (6-iodo-2-aminopurine). RXN SMILES: [I:1][C:2]1[N:10]=[C:9]([NH2:11])[N:8]=[C:7]2[C:3]=1[NH:4][CH:5]=[N:6]2.[OH-].[CH2:13]([N+:17]([CH2:26][CH2:27][CH2:28][CH3:29])([CH2:22][CH2:23][CH2:24][CH3:25])[CH2:18][CH2:19][CH2:20][CH3:21])[CH2:14][CH2:15][CH3:16]>C(Cl)Cl>[CH2:26]([N+:17]([CH2:13][CH2:14][CH2:15][CH3:16])([CH2:18][CH2:19][CH2:20][CH3:21])[CH2:22][CH2:23][CH2:24][CH3:25])[CH2:27][CH2:28][CH3:29].[I:1][C:2]1[N:10]=[C:9]([NH2:11])[N:8]=[C:7]2[C:3]=1[NH:4][CH:5]=[N:6]2 |f:1.2|. Reported procedure: To a mixture of 6-iodo-2-aminopurine (1.21 g., 4.637 mmole) in methylene chloride (12 ml.) at room temperature, was added 1.5M tetra(n-butyl)ammonium hydroxide (2.7 ml., 4.05 mmole). The reaction mixture was stirred for 10 minutes, and the volatiles were removed in vacuo. Methylene chloride (12 ml.) was added to the white residue, and the resulting solution was dried (magnesium sulfate), filtered, and the filtrate was concentrated in vacuo to yield the tetra(n-butyl)ammonium salt of 6-iodo-2-ami...